describe an organic reaction: reactants, conditions, products, and yield From a dataset of the Open Reaction Database (ORD), a public repository of structured organic reaction records. RXN SMILES: C([O:3][C:4]([C:6]1[N:7]([C:32]2[CH:37]=[CH:36][C:35]([O:38][CH:39]([CH3:41])[CH3:40])=[CH:34][CH:33]=2)[C:8]2[C:13]([C:14]=1[CH2:15][CH2:16][C:17]([O:19]CC)=[O:18])=[CH:12][C:11]([C:22]1[CH:27]=[CH:26][C:25]([C:28]([F:31])([F:30])[F:29])=[CH:24][N:23]=1)=[CH:10][CH:9]=2)=[O:5])C.[OH-].[Na+].Cl>O1CCOCC1>[C:17]([CH2:16][CH2:15][C:14]1[C:13]2[C:8](=[CH:9][CH:10]=[C:11]([C:22]3[CH:27]=[CH:26][C:25]([C:28]([F:29])([F:31])[F:30])=[CH:24][N:23]=3)[CH:12]=2)[N:7]([C:32]2[CH:33]=[CH:34][C:35]([O:38][CH:39]([CH3:40])[CH3:41])=[CH:36][CH:37]=2)[C:6]=1[C:4]([OH:5])=[O:3])([OH:19])=[O:18] |f:1.2|. Conditions: temperature 90 celsius. The reactants are C(C)OC(=O)C=1N(C2=CC=C(C=C2C1CCC(=O)OCC)C1=NC=C(C=C1)C(F)(F)F)C1=CC=C(C=C1)OC(C)C (3-(2-Ethoxycarbonylethyl)-1-(4-isopropoxyphenyl)-5-(5-trifluoromethylpyridin-2-yl)indole-2-carboxylic acid ethyl ester), [OH-].[Na+] (NaOH), Cl (HCl). The solvent is O1CCOCC1 (dioxane). Product: C(=O)(O)CCC1=C(N(C2=CC=C(C=C12)C1=NC=C(C=C1)C(F)(F)F)C1=CC=C(C=C1)OC(C)C)C(=O)O (3-(2-Carboxyethyl)-1-(4-isopropoxyphenyl)-5-(5-trifluoromethylpyridin-2-yl)indole-2-carboxylic acid). Reported procedure: A mixture of 3-(2-ethoxycarbonylethyl)-1-(4-isopropoxyphenyl)-5-(5-trifluoromethylpyridin-2-yl)indole-2-carboxylic acid ethyl ester (150 mg, 0.26 mmol; see step (d) above), NaOH (aq, 1 M, 2.5 mL) and dioxane (4 mL) was heated at 90° C. for 1 h, cooled, acidified with HCl (aq, 1 M) to pH 2 and extracted with EtOAc. The combined extracts were washed with H2O and brine, dried (Na2SO4), concentrated and purified by chromatography to give the title compound. Yield 50 mg (38%). The reactants are C(CCC)C1=CC=C(C=C1)C#CC1=CC=C(CN(C=2C=CC3=C(OC(OC3=O)(C)C)C2)CCCCCC)C=C1 (7-[{4-[(4-butylphenyl)ethynyl]benzyl}(hexyl)amino]-2,2-dimethyl-4H-1,3-benzodioxin-4-one), O.[OH-].[Li+] (lithium hydroxide monohydrate). Solvent: C1CCOC1 (THF), CCOCC (Et2O), O (water). The product is C(CCC)C1=CC=C(C=C1)C#CC1=CC=C(CN(C2=CC(=C(C(=O)O)C=C2)O)CCCCCC)C=C1 (4-{[4-(4-butyl-phenylethynyl)-benzyl]-hexyl-amino}-2-hydroxy-benzoic acid). Yield: 76.3%. Reaction SMILES: [CH2:1]([C:5]1[CH:10]=[CH:9][C:8]([C:11]#[C:12][C:13]2[CH:39]=[CH:38][C:16]([CH2:17][N:18]([CH2:32][CH2:33][CH2:34][CH2:35][CH2:36][CH3:37])[C:19]3[CH:20]=[CH:21][C:22]4[C:27](=[O:28])[O:26]C(C)(C)[O:24][C:23]=4[CH:31]=3)=[CH:15][CH:14]=2)=[CH:7][CH:6]=1)[CH2:2][CH2:3][CH3:4].O.[OH-].[Li+]>C1COCC1.O.CCOCC>[CH2:1]([C:5]1[CH:6]=[CH:7][C:8]([C:11]#[C:12][C:13]2[CH:39]=[CH:38][C:16]([CH2:17][N:18]([CH2:32][CH2:33][CH2:34][CH2:35][CH2:36][CH3:37])[C:19]3[CH:20]=[CH:21][C:22]([C:27]([OH:28])=[O:26])=[C:23]([OH:24])[CH:31]=3)=[CH:15][CH:14]=2)=[CH:9][CH:10]=1)[CH2:2][CH2:3][CH3:4] |f:1.2.3|. Procedure: To a solution of 7-[{4-[(4-butylphenyl)ethynyl]benzyl}(hexyl)amino]-2,2-dimethyl-4H-1,3-benzodioxin-4-one (613 mg, 1.2 mmol) in THF (18 mL) was added a suspension of lithium hydroxide monohydrate (1.47 g, 35.1 mmol) in water (5.0 mL). The resulting mixture was refluxed for 48 hrs. The reaction mixture was diluted with Et2O (60 mL) and washed with an aqueous solution of HCl (3×15 mL, 1N) and brine. The organic layer was dried over MgSO4 and the solvents were removed under reduced pressure to give... Reactants: COC(C1=C(C=CC=C1)OC=1C=NC=CC1N)=O (2-(4-amino-3-pyridyloxy)benzoic acid methyl ester), [H-].[Na+] (sodium hydride). Solvent: CN(C=O)C (dimethylformamide). Run at time 1 hour. The product is C1=NC=CC2=C1OC1=C(C(N2)=O)C=CC=C1 (Pyrido[3,4-b][1,4]benzoxazepin-6(5H)-one). RXN SMILES: C[O:2][C:3](=O)[C:4]1[CH:9]=[CH:8][CH:7]=[CH:6][C:5]=1[O:10][C:11]1[CH:12]=[N:13][CH:14]=[CH:15][C:16]=1[NH2:17].[H-].[Na+]>CN(C)C=O>[CH:12]1[C:11]2[O:10][C:5]3[CH:6]=[CH:7][CH:8]=[CH:9][C:4]=3[C:3](=[O:2])[NH:17][C:16]=2[CH:15]=[CH:14][N:13]=1 |f:1.2|. Reported procedure: A solution of 2-(4-amino-3-pyridyloxy)benzoic acid methyl ester (7.5 g) in dimethylformamide (25 ml) was slowly added to a suspension of sodium hydride (60%) oil dispersion, 1.4 g), washed with hexanes, in dimethylformamide (5 ml). After one hr, the reaction mixture was stirred with ice-water and extracted with chloroform. The organic extract was washed with water, saturated sodium chloride solution, dried over anhydrous magnesium sulfate; filtered, and evaporated to 5.5 g (84%) of product. Recr... Starting materials: CC(C)(C)[Si](OCc1nnc(-c2ccc(C(CC3CCOCC3)c3ccc(S(=O)(=O)C4CC4)cc3)[nH]2)s1)(c1ccccc1)c1ccccc1, CCCC[N+](CCCC)(CCCC)CCCC, CCOC(C)=O, [F-], C1CCOC1. As a reaction SMILES: [C:1]([Si:2]([c:3]1[cH:4][cH:5][cH:38][cH:39][cH:40]1)([O:6][CH2:7][c:8]1[s:9][c:10](-[c:13]2[nH:14][c:15]([CH:18]([CH2:19][CH:20]3[CH2:21][CH2:22][O:23][CH2:24][CH2:25]3)[c:26]3[cH:27][cH:28][c:29]([S:32](=[O:33])(=[O:34])[CH:35]4[CH2:36][CH2:37]4)[cH:30][cH:31]3)[cH:16][cH:17]2)[n:11][n:12]1)[c:41]1[cH:42][cH:43][cH:44][cH:45][cH:46]1)([CH3:47])([CH3:48])[CH3:49].[CH3:51][CH2:52][CH2:53][CH2:54][N+:55]([CH2:56][CH2:57][CH2:58][CH3:59])([CH2:60][CH2:61][CH2:62][CH3:63])[CH2:64][CH2:65][CH2:66][CH3:67].[CH3:73][CH2:74][O:75][C:76](=[O:77])[CH3:78].[F-:50].[O:68]1[CH2:69][CH2:70][CH2:71][CH2:72]1>>[OH:6][CH2:7][c:8]1[s:9][c:10](-[c:13]2[nH:14][c:15]([CH:18]([CH2:19][CH:20]3[CH2:21][CH2:22][O:23][CH2:24][CH2:25]3)[c:26]3[cH:27][cH:28][c:29]([S:32](=[O:33])(=[O:34])[CH:35]4[CH2:36][CH2:37]4)[cH:30][cH:31]3)[cH:16][cH:17]2)[n:11][n:12]1. Yields the product O=S(=O)(c1ccc(C(CC2CCOCC2)c2ccc(-c3nnc(CO)s3)[nH]2)cc1)C1CC1. The reactants are NC=1C(=NC=CC1)NC1=CC=C(C=C1)O (4-((3-aminopyridin-2-yl)amino)phenol), COC1=CC=C(C=C1)S(=O)(=O)Cl (para-methoxybenzenesulfonyl chloride). Solvent: N1=CC=CC=C1 (pyridine), C1CCOC1 (THF), N1=CC=CC=C1 (pyridine). Reaction conditions: temperature 25 celsius, time 15 minute. Yields the product OC1=CC=C(C=C1)NC1=NC=CC=C1NS(=O)(=O)C1=CC=C(C=C1)OC (N-(2-((4-hydroxyphenyl)amino)pyridin-3-yl)-4-methoxybenzenesulfonamide). As a reaction SMILES: [NH2:1][C:2]1[C:3]([NH:8][C:9]2[CH:14]=[CH:13][C:12]([OH:15])=[CH:11][CH:10]=2)=[N:4][CH:5]=[CH:6][CH:7]=1.[CH3:16][O:17][C:18]1[CH:23]=[CH:22][C:21]([S:24](Cl)(=[O:26])=[O:25])=[CH:20][CH:19]=1>N1C=CC=CC=1.C1COCC1>[OH:15][C:12]1[CH:13]=[CH:14][C:9]([NH:8][C:3]2[C:2]([NH:1][S:24]([C:21]3[CH:20]=[CH:19][C:18]([O:17][CH3:16])=[CH:23][CH:22]=3)(=[O:26])=[O:25])=[CH:7][CH:6]=[CH:5][N:4]=2)=[CH:10][CH:11]=1. Procedure details: A mixture of EXAMPLE 2 in pyridine (9 mL/g) at 0° C. was treated with a mixture of para-methoxybenzenesulfonyl chloride (1.05 equivalents) in THF (1.4 mL/g) at 0° C. at a rate which kept the reaction temperature below 5° C., warmed to 25° C., stirred for 15 minutes, and concentrated. The concentrate was treated with n-propanol to provide a composition having 9% pyridine in the solvent mixture and to precipitate a solid. The mixture was cooled to 0° C. and filtered. The filtrant and washed with e...